This data is from the Open Reaction Database (ORD), a public repository of structured organic reaction records. The task is: describe an organic reaction: reactants, conditions, products, and yield The reactants are ICC(=O)N (2-Iodoacetamide), C(C=C)OC(=O)N1C[C@H](C[C@H]1CC1=CN2C(S1)=CN=C2)SC=2[C@@H]([C@H]1N(C2C(=O)OCC=C)C([C@@H]1[C@@H](C)O)=O)C (allyl(1R,5S,6S)-2-[(3S,5S)-1-allyloxycarbonyl-5-(imidazo[5,1-b]thiazol-2-yl)methylpyrrolidin-3-yl]thio-6-((1R)-1-hydroxyethyl)-1-methylcarbapen-2-em-3-carboxylate). The solvent is CC(=O)C (acetone). Run at time 20 hour. Yields the product [I-].C(C=C)OC(=O)N1C[C@H](C[C@H]1CC1=C[N+]=2C(S1)=CN(C2)CC(N)=O)SC=2[C@@H]([C@H]1N(C2C(=O)OCC=C)C([C@@H]1[C@@H](C)O)=O)C (allyl(1R,5S,6S)-2-[(3S,5S)-1-allyloxycarbonyl-5-[6-(carbamoylmethyl)imidazo[5,1-b]thiazolium-2-yl]methylpyrrolidin-3-yl]thio-6-((1R)-1-hydroxyethyl)-1-methylcarbapen-2-em-3-carboxylate iodide). Isolated yield 76.9%. RXN SMILES: [I:1][CH2:2][C:3]([NH2:5])=[O:4].[CH2:6]([O:9][C:10]([N:12]1[C@H:16]([CH2:17][C:18]2[S:22][C:21]3=[CH:23][N:24]=[CH:25][N:20]3[CH:19]=2)[CH2:15][C@H:14]([S:26][C:27]2[C@H:28]([CH3:44])[C@@H:29]3[C@@H:39]([C@H:40]([OH:42])[CH3:41])[C:38](=[O:43])[N:30]3[C:31]=2[C:32]([O:34][CH2:35][CH:36]=[CH2:37])=[O:33])[CH2:13]1)=[O:11])[CH:7]=[CH2:8]>CC(C)=O>[I-:1].[CH2:6]([O:9][C:10]([N:12]1[C@H:16]([CH2:17][C:18]2[S:22][C:21]3=[CH:23][N:24]([CH2:2][C:3](=[O:4])[NH2:5])[CH:25]=[N+:20]3[CH:19]=2)[CH2:15][C@H:14]([S:26][C:27]2[C@H:28]([CH3:44])[C@@H:29]3[C@@H:39]([C@H:40]([OH:42])[CH3:41])[C:38](=[O:43])[N:30]3[C:31]=2[C:32]([O:34][CH2:35][CH:36]=[CH2:37])=[O:33])[CH2:13]1)=[O:11])[CH:7]=[CH2:8] |f:3.4|. Procedure: 2-Iodoacetamide (96.1 mg) is added to a solution of 33.9 mg of allyl(1R,5S,6S)-2-[(3S,5S)-1-allyloxycarbonyl-5-(imidazo[5,1-b]thiazol-2-yl)methylpyrrolidin-3-yl]thio-6-((1R)-1-hydroxyethyl)-1-methylcarbapen-2-em-3-carboxylate described in Example 23-a) in 0.5 ml of dry acetone, and the mixture is stirred in an argon atmosphere at room temperature for 20 hr. The solvent is removed by evaporation under reduced pressure, and the residue is purified by column chromatography on Sephadex LH-20 (dichlo... The reactants are CCOC(=O)C1CN(C(=O)OC(C)(C)C)CCN1C(=O)OCc1ccccc1, CCO. Yields the product CCOC(=O)C1CN(C(=O)OC(C)(C)C)CCN1. As a reaction SMILES: [CH2:1]([O:2][C:3](=[O:4])[N:11]1[CH:12]([C:24](=[O:25])[O:26][CH2:27][CH3:28])[CH2:13][N:14]([C:17](=[O:18])[O:19][C:20]([CH3:21])([CH3:22])[CH3:23])[CH2:15][CH2:16]1)[c:5]1[cH:6][cH:7][cH:8][cH:9][cH:10]1.[CH3:29][CH2:30][OH:31]>>[NH:11]1[CH:12]([C:24](=[O:25])[O:26][CH2:27][CH3:28])[CH2:13][N:14]([C:17](=[O:18])[O:19][C:20]([CH3:21])([CH3:22])[CH3:23])[CH2:15][CH2:16]1. Reactants: C[Si](OC(=C)C1=CC2=CC=CC=C2C=C1)(C)C (1-Trimethylsilyloxy-1-(naphthalen-2-yl)ethylene), [F-].[Cs+] (CsF), OC1=C(C=CC=C1)C(C=CC1=CC2=C(C=C1)OCO2)=O (1-(2-hydroxyphenyl)-3-(3,4-methylenedioxyphenyl)-2-propen-1-one), resin. Run in CS(=O)C (dimethyl sulfoxide). Run at temperature 70 celsius. Product: OC1=C(C=CC=C1)C(CC(CC(=O)C1=CC2=CC=CC=C2C=C1)C1=CC2=C(C=C1)OCO2)=O (1-(2-hydroxyphenyl)-3-(3,4-methylenedioxyphenyl)-5-(naphthalen-2-yl)-1,5-pentanedione). As a reaction SMILES: C[Si](C)(C)[O:3][C:4]([C:6]1[CH:15]=[CH:14][C:13]2[C:8](=[CH:9][CH:10]=[CH:11][CH:12]=2)[CH:7]=1)=[CH2:5].[F-].[Cs+].[OH:20][C:21]1[CH:26]=[CH:25][CH:24]=[CH:23][C:22]=1[C:27](=[O:39])[CH:28]=[CH:29][C:30]1[CH:35]=[CH:34][C:33]2[O:36][CH2:37][O:38][C:32]=2[CH:31]=1>CS(C)=O>[OH:20][C:21]1[CH:26]=[CH:25][CH:24]=[CH:23][C:22]=1[C:27](=[O:39])[CH2:28][CH:29]([C:30]1[CH:35]=[CH:34][C:33]2[O:36][CH2:37][O:38][C:32]=2[CH:31]=1)[CH2:3][C:4]([C:6]1[CH:15]=[CH:14][C:13]2[C:8](=[CH:9][CH:10]=[CH:11][CH:12]=2)[CH:7]=1)=[O:5] |f:1.2|. Reported procedure: 1-Trimethylsilyloxy-1-(naphthalen-2-yl)ethylene (7.0 mmol; prepared according to J. Chem. Soc.,Perkin Trans. I 1989, 1585) and CsF (0.27 g, 1.76 mmol) were added to a suspension 1-(2-hydroxyphenyl)-3-(3,4-methylenedioxyphenyl)-2-propen-1-one on Wang resin (2.0 g, 1.76 mmol) in dimethyl sulfoxide (30 mL). The reaction mixture was heated to 70° C. for 3 h and the reaction was quenched with 10% AcOH/CH2Cl2. The resin was filtered, washed with DMF (×2) and alternating MeOH and CH2Cl2 (×5), and dried...